From a dataset of the Open Reaction Database (ORD), a public repository of structured organic reaction records. describe an organic reaction: reactants, conditions, products, and yield The reactants are FC(C(=O)NC1(CC(C1)=O)C1=CC=C(C=C1)C1=NC=2C=CN3C(C2C=C1C1=CC=CC=C1)=NN=C3C3=NC=CC=N3)(F)F (2,2,2-trifluoro-N-(3-oxo-1-{-4-[9-phenyl-3-(2-pyrimidinyl)[1,2,4]triazolo[3,4-f]-1,6-naphthyridin-8-yl]phenyl}cyclobutyl)acetamide), CNC (dimethylamine), Zn(BH3CN)2, CCOC(=O)C (EtOAc), C(=O)(O)[O-].[Na+] (NaHCO3). The solvent is CO (MeOH), [Cl-].[Na+].O (brine). Reaction conditions: time 8 hour. Product: CN(C1CC(C1)(C1=CC=C(C=C1)C1=NC=2C=CN3C(C2C=C1C1=CC=CC=C1)=NN=C3C3=NC=CC=N3)NC(C(F)(F)F)=O)C (N-(3-(dimethylamino)-1-{-4-[9-phenyl-3-(2-pyrimidinyl)[1,2,4]triazolo[3,4-f]-1,6-naphthyridin-8-yl]phenyl}cyclobutyl)-2,2,2-trifluoroacetamide). Reaction SMILES: [F:1][C:2]([F:43])([F:42])[C:3]([NH:5][C:6]1([C:11]2[CH:16]=[CH:15][C:14]([C:17]3[C:26]([C:27]4[CH:32]=[CH:31][CH:30]=[CH:29][CH:28]=4)=[CH:25][C:24]4[C:23]5=[N:33][N:34]=[C:35]([C:36]6[N:41]=[CH:40][CH:39]=[CH:38][N:37]=6)[N:22]5[CH:21]=[CH:20][C:19]=4[N:18]=3)=[CH:13][CH:12]=2)[CH2:9][C:8](=O)[CH2:7]1)=[O:4].[CH3:44][NH:45][CH3:46].CCOC(C)=O.C([O-])(O)=O.[Na+]>CO.[Cl-].[Na+].O>[CH3:44][N:45]([CH3:46])[CH:8]1[CH2:9][C:6]([NH:5][C:3](=[O:4])[C:2]([F:1])([F:43])[F:42])([C:11]2[CH:12]=[CH:13][C:14]([C:17]3[C:26]([C:27]4[CH:32]=[CH:31][CH:30]=[CH:29][CH:28]=4)=[CH:25][C:24]4[C:23]5=[N:33][N:34]=[C:35]([C:36]6[N:37]=[CH:38][CH:39]=[CH:40][N:41]=6)[N:22]5[CH:21]=[CH:20][C:19]=4[N:18]=3)=[CH:15][CH:16]=2)[CH2:7]1 |f:3.4,6.7.8|. Reported procedure: To a mixture of 2,2,2-trifluoro-N-(3-oxo-1-{4-[9-phenyl-3-(2-pyrimidinyl)[1,2,4]triazolo[3,4-f]-1,6-naphthyridin-8-yl]phenyl}cyclobutyl)acetamide (4-2) (20 mg, 0.035 mmol) and dimethylamine (2M in THF, 0.052 mL, 0.104 mmol) in MeOH (0.3 mL) was added Zn(BH3CN)2 (0.3M in MeOH, 0.6 mL, 0.18 mmol), and the mixture was stirred at room temperature for overnight. To the mixture was added EtOAc, sat. NaHCO3, and brine. The resulting solid was collected by filtration to give N-(3-(dimethylamino)-1-{-4-[...